Dataset: the Open Reaction Database (ORD), a public repository of structured organic reaction records. Task: describe an organic reaction: reactants, conditions, products, and yield The reactants are N#CC1CCCN1C(=O)CBr, NC(=O)C12CCC(N)(CC1)CC2. Product: N#CC1CCCN1C(=O)CNC12CCC(C(N)=O)(CC1)CC2. Reaction SMILES: [Br:13][CH2:14][C:15](=[O:16])[N:17]1[CH:18]([C:22]#[N:23])[CH2:19][CH2:20][CH2:21]1.[NH2:1][C:2]12[CH2:3][CH2:4][C:5]([C:10](=[O:11])[NH2:12])([CH2:6][CH2:7]1)[CH2:8][CH2:9]2>>[NH:1]([C:2]12[CH2:3][CH2:4][C:5]([C:10](=[O:11])[NH2:12])([CH2:6][CH2:7]1)[CH2:8][CH2:9]2)[CH2:14][C:15](=[O:16])[N:17]1[CH:18]([C:22]#[N:23])[CH2:19][CH2:20][CH2:21]1. Starting materials: two, C(C)(C)C=1N=C(SC1C(=COC)C)C1=CC=C(C=C1)C(F)(F)F (4-Isopropyl-5-(2-methoxy-1-methyl-vinyl)-2-(4-trifluoromethyl-phenyl)-thiazole), Cl (hydrochloric acid). Run in O1CCCC1 (tetrahydrofuran). Reaction conditions: temperature 50 celsius. Yields the product C(C)(C)C=1N=C(SC1C(C=O)C)C1=CC=C(C=C1)C(F)(F)F (2-[4-Isopropyl-2-(4-trifluoromethyl-phenyl)-thiazol-5-yl]-propionaldehyde). As a reaction SMILES: [CH:1]([C:4]1[N:5]=[C:6]([C:14]2[CH:19]=[CH:18][C:17]([C:20]([F:23])([F:22])[F:21])=[CH:16][CH:15]=2)[S:7][C:8]=1[C:9]([CH3:13])=[CH:10][O:11]C)([CH3:3])[CH3:2].Cl>O1CCCC1>[CH:1]([C:4]1[N:5]=[C:6]([C:14]2[CH:15]=[CH:16][C:17]([C:20]([F:22])([F:23])[F:21])=[CH:18][CH:19]=2)[S:7][C:8]=1[CH:9]([CH3:13])[CH:10]=[O:11])([CH3:2])[CH3:3]. Procedure: 4-Isopropyl-5-(2-methoxy-1-methyl-vinyl)-2-(4-trifluoromethyl-phenyl)-thiazole is dissolved into anhydrous tetrahydrofuran (100 mL) and concentrated hydrochloric acid (5 mL) is added with stirring under nitrogen. The reaction is heated to 50° C. and monitored by TLC. Upon complete consumption of starting material, the reaction is carefully neutralized with sodium hydroxide, extracted with diethyl ether, washed, dried, and concentrated. The 2-[4-Isopropyl-2-(4-trifluoromethyl-phenyl)-thiazol-5-yl... Starting materials: [Al+3], C1CCOC1, CCOCC, CCOC(=O)C1CCC(F)(F)C1, [H-], [H-], [H-], [H-], [Li+]. Yields the product OCC1CCC(F)(F)C1. As a reaction SMILES: [Al+3:2].[CH2:19]1[O:20][CH2:21][CH2:22][CH2:23]1.[CH3:24][CH2:25][O:26][CH2:27][CH3:28].[F:7][C:8]1([F:18])[CH2:9][CH:10]([C:13](=[O:14])[O:15][CH2:16][CH3:17])[CH2:11][CH2:12]1.[H-:1].[H-:4].[H-:5].[H-:6].[Li+:3]>>[F:7][C:8]1([F:18])[CH2:9][CH:10]([CH2:13][OH:14])[CH2:11][CH2:12]1. The reactants are ice, C1(C=2C(C(=O)O1)=CC=CC2)=O (phthalic anhydride), ClC1=CC=CC=C1 (chlorobenzene), [Cl-].[Al+3].[Cl-].[Cl-] (aluminium chloride). The solvent is O (water). Run at time 1 hour. Product: ClC1=CC=C(C(=O)C2=C(C(=O)O)C=CC=C2)C=C1 (2-(4-Chlorobenzoyl)benzoic acid). As a reaction SMILES: [C:1]1(=[O:11])[O:6][C:4](=[O:5])[C:3]2=[CH:7][CH:8]=[CH:9][CH:10]=[C:2]12.[Cl:12][C:13]1[CH:18]=[CH:17][CH:16]=[CH:15][CH:14]=1.[Cl-].[Al+3].[Cl-].[Cl-]>O>[Cl:12][C:13]1[CH:18]=[CH:17][C:16]([C:4]([C:3]2[CH:7]=[CH:8][CH:9]=[CH:10][C:2]=2[C:1]([OH:6])=[O:11])=[O:5])=[CH:15][CH:14]=1 |f:2.3.4.5|. Procedure: To a solution prepared by adding 30 g (0.2 mol.) of phthalic anhydride to 122 ml of dried chlorobenzene, was added 64 g (0.48 mol.) of well-ground anhydrous aluminium chloride with stirring. The reaction temperature rose gradually, and the reaction system reached a refluxing condition. The refluxing was continued for 1 hour as the reaction temperature was controlled so that the reaction system refluxed moderately using the ice bath. Then, the reaction product solidified spontaneously. 300 ml of ...